From a dataset of the Open Reaction Database (ORD), a public repository of structured organic reaction records. describe an organic reaction: reactants, conditions, products, and yield Reactants: C(C=C)OC(NC1C(OC(C1)=O)OCCC1=CC=CC=C1)=O ((5-oxo-2-phenethyloxy-tetrahydro-furan-3-yl)-carbamic acid allyl ester), C(C)(C)O (isopropanol). Product: C(C=C)OC(NC1C(OC(C1)=O)OC(C)C)=O ((2-Isopropoxy-5-oxo-tetrahydro-furan-3-yl)-carbamic acid allyl ester). Yield: 81.0%. Reaction SMILES: [CH2:1]([O:4][C:5](=[O:22])[NH:6][CH:7]1[CH2:11][C:10](=[O:12])[O:9][CH:8]1[O:13][CH2:14][CH2:15]C1C=CC=CC=1)[CH:2]=[CH2:3].[CH:23](O)(C)C>>[CH2:1]([O:4][C:5](=[O:22])[NH:6][CH:7]1[CH2:11][C:10](=[O:12])[O:9][CH:8]1[O:13][CH:14]([CH3:15])[CH3:23])[CH:2]=[CH2:3]. Procedure details: Prepared as described for compound 40 using isopropanol to afford 3.80 grams (81% yield) of the title compound as a colorless oil. 1H-NMR (500 MHz, CDCl3) δ 1.10-1.35 (m, 6H), 2.32-2.60 (m, 1H), 2.82 (dd, 0.5H), 3.02 (dd, 0.5H), 3.82-4.11 (m, 1H), 4.48-4.66 (m, 3H), 5.20-5.36 (m, 2H), 5.54 (dd, 1H), 5.82-6.05 (m, 1H). LC-MS (ES+): m/e=244.2 (M+H+). The reactants are Cl.C(C1=CC=CC=C1)OC([C@@H]1NCCC1)=O (D-Proline benzyl ester hydrochloride), [C@@H]1([C@@H](CCCC1)C(=O)O)C(=O)O (trans-cyclohexane-1,2-dicarboxylic acid). The solvent is CCOC(=O)C (EtOAc). Product: C(=O)(O)[C@@H]1N(CCC1)C(=O)[C@@H]1[C@H](CCCC1)C(=O)N1C(CCC1)C(=O)O ([(1S,2S)-2-[(R)-2-carboxy-pyrrolidine-1-carbonyl]-cyclohexanecarbonyl]-pyrrolidine-2-carboxylic acid). Isolated yield 90.5%. As a reaction SMILES: Cl.C([O:9][C:10](=[O:16])[C@H:11]1[CH2:15][CH2:14][CH2:13][NH:12]1)C1C=CC=CC=1.[C@@H:17]1([C:26]([OH:28])=O)[CH2:22][CH2:21][CH2:20][CH2:19][C@H:18]1[C:23]([OH:25])=O>CCOC(C)=O>[C:10]([C@H:11]1[CH2:15][CH2:14][CH2:13][N:12]1[C:23]([C@H:18]1[CH2:19][CH2:20][CH2:21][CH2:22][C@@H:17]1[C:26]([N:12]1[CH2:13][CH2:14][CH2:15][CH:11]1[C:10]([OH:9])=[O:16])=[O:28])=[O:25])([OH:16])=[O:9] |f:0.1|. Procedure details: Using General Procedure A with 2.0 g (8.2 mmol) D-Proline benzyl ester hydrochloride and 700 mg (4.1 mmol) trans-cyclohexane-1,2-dicarboxylic acid afforded, after flash chromatography (EtOAc), 1.36 g (62%) of the title compound as a colorless oil. MS m/e (%): 547 (M+H+, 100). The product is CC(C)N1CCC(NC(=O)c2cc3cccnc3n2Cc2cc(-c3ccc(Cl)s3)on2)CC1. Starting materials: CC(C)N1CCC(N)CC1, O=C(O)c1cc2cccnc2n1Cc1cc(-c2ccc(Cl)s2)on1, Cl, Cl, CN(C)C=O. RXN SMILES: [CH:27]([CH3:28])([CH3:29])[N:30]1[CH2:31][CH2:32][CH:33]([NH2:36])[CH2:34][CH2:35]1.[Cl:1][c:2]1[cH:3][cH:4][c:5](-[c:7]2[cH:8][c:9]([CH2:12][n:13]3[c:14]([C:22](=[O:23])[OH:24])[cH:15][c:16]4[c:17]3[n:18][cH:19][cH:20][cH:21]4)[n:10][o:11]2)[s:6]1.[ClH:25].[ClH:26].[O:37]=[CH:38][N:39]([CH3:40])[CH3:41]>>[Cl:1][c:2]1[cH:3][cH:4][c:5](-[c:7]2[cH:8][c:9]([CH2:12][n:13]3[c:14]([C:22](=[O:23])[NH:36][CH:33]4[CH2:32][CH2:31][N:30]([CH:27]([CH3:28])[CH3:29])[CH2:35][CH2:34]4)[cH:15][c:16]4[c:17]3[n:18][cH:19][cH:20][cH:21]4)[n:10][o:11]2)[s:6]1. The reactants are ClC=1N=C(C(=NC1C(C)(C)O)C(=O)N)NC1=CC=C(C=C1)N1CCC(CC1)N1CCN(CC1)C (5-chloro-6-(2-hydroxypropan-2-yl)-3-({4-[4-(4-methylpiperazin-1-yl)piperidin-1-yl]phenyl}amino)pyrazine-2-carboxamide), C(C)[SiH](CC)CC (triethylsilane). The solvent is FC(C(=O)O)(F)F (trifluoroacetic acid). Yields the product ClC=1N=C(C(=NC1C(C)C)C(=O)N)NC1=CC=C(C=C1)N1CCC(CC1)N1CCN(CC1)C (5-chloro-6-isopropyl-3-({4-[4-(4-methylpiperazin-1-yl)piperidin-1-yl]phenyl}amino)pyrazine-2-carboxamide). The yield is 84.9%. As a reaction SMILES: [Cl:1][C:2]1[N:3]=[C:4]([NH:15][C:16]2[CH:21]=[CH:20][C:19]([N:22]3[CH2:27][CH2:26][CH:25]([N:28]4[CH2:33][CH2:32][N:31]([CH3:34])[CH2:30][CH2:29]4)[CH2:24][CH2:23]3)=[CH:18][CH:17]=2)[C:5]([C:12]([NH2:14])=[O:13])=[N:6][C:7]=1[C:8](O)([CH3:10])[CH3:9].C([SiH](CC)CC)C>FC(F)(F)C(O)=O>[Cl:1][C:2]1[N:3]=[C:4]([NH:15][C:16]2[CH:17]=[CH:18][C:19]([N:22]3[CH2:23][CH2:24][CH:25]([N:28]4[CH2:33][CH2:32][N:31]([CH3:34])[CH2:30][CH2:29]4)[CH2:26][CH2:27]3)=[CH:20][CH:21]=2)[C:5]([C:12]([NH2:14])=[O:13])=[N:6][C:7]=1[CH:8]([CH3:10])[CH3:9]. Procedure details: To a mixture of 5-chloro-6-(2-hydroxypropan-2-yl)-3-({4-[4-(4-methylpiperazin-1-yl)piperidin-1-yl]phenyl}amino)pyrazine-2-carboxamide (11.2 g) and trifluoroacetic acid (110 mL) was added triethylsilane (18.2 mL) under ice-cooling, and followed by stirring under ice-cooling for 10 minutes and at room temperature for 14 hours. The reactant was concentrated, then diluted with chloroform, and washed with a saturated aqueous sodium hydrogen carbonate solution. The organic phase was dried over anhydro... The reactants are ClCCOC=1C=C(C=C(C1)F)C1=CC(=NN1C1=CC(=C(C=C1)F)Cl)C(=O)N1CNC(C1)=O (1-({5-[3-(2-Chloroethoxy)-5-fluorophenyl]-1-(3-chloro-4-fluorophenyl)-1H-pyrazol-3-yl}carbonyl)imidazolidin-4-one), N1CCCC1 (pyrrolidine), C(=O)O.ClC=1C=C(C=CC1)N1N=C(C=C1C1=CC(=CC=C1)OCCCN(C)C)C(=O)N1CNC(C1)=O (1-{[1-(3-Chlorophenyl)-5-{3-[3-(dimethylamino)propoxy]phenyl}-1H-pyrazol-3-yl]carbonyl}imidazolidin-4-one formate). Run in C(=O)O (formic acid). Yields the product ClC=1C=C(C=CC1F)N1N=C(C=C1C1=CC(=CC(=C1)OCCN1CCCC1)F)C(=O)N1CNC(C1)=O (1-({1-(3-Chloro-4-fluorophenyl)-5-[3-fluoro-5-(2-pyrrolidin-1-ylethoxy)phenyl]-1H-pyrazol-3-yl}carbonyl)imidazolidin-4-one). RXN SMILES: Cl[CH2:2][CH2:3][O:4][C:5]1[CH:6]=[C:7]([C:12]2[N:16]([C:17]3[CH:22]=[CH:21][C:20]([F:23])=[C:19]([Cl:24])[CH:18]=3)[N:15]=[C:14]([C:25]([N:27]3[CH2:31][C:30](=[O:32])[NH:29][CH2:28]3)=[O:26])[CH:13]=2)[CH:8]=[C:9]([F:11])[CH:10]=1.[NH:33]1[CH2:37][CH2:36][CH2:35][CH2:34]1.C(O)=O.ClC1C=C(N2C(C3C=CC=C(OCCCN(C)C)C=3)=CC(C(N3CC(=O)NC3)=O)=N2)C=CC=1>C(O)=O>[Cl:24][C:19]1[CH:18]=[C:17]([N:16]2[C:12]([C:7]3[CH:6]=[C:5]([O:4][CH2:3][CH2:2][N:33]4[CH2:37][CH2:36][CH2:35][CH2:34]4)[CH:10]=[C:9]([F:11])[CH:8]=3)=[CH:13][C:14]([C:25]([N:27]3[CH2:31][C:30](=[O:32])[NH:29][CH2:28]3)=[O:26])=[N:15]2)[CH:22]=[CH:21][C:20]=1[F:23] |f:2.3|. Procedure: The preparation of the title compound takes place starting from the compound of Example 119A and pyrrolidine without the addition of 0.1% formic acid in the preparative HPLC in analogy to the synthesis of the compound of Example 29. 2.5 mg (5% of theory) of the title compound are obtained. Reactants: CO (methanol), solution, Cl (hydrogen chloride), ClC1=C(C(=O)C2=C(C=CC(=C2)Cl)N2N=C(N=C2CCl)C(=O)O)C=CC=C1 (1-[2-(o-chlorobenzoyl)-4-chlorophenyl]-5-(chloromethyl)-1H-1,2,4-triazole-3-carboxylic acid), CO (methanol), CO (methanol). The product is COC(=O)C1=NN(C(=N1)CCl)C1=C(C=C(C=C1)Cl)C(C1=C(C=CC=C1)Cl)=O (1-[2-(o-chlorobenzoyl)-4-chlorophenyl]-5-(chloromethyl)-1H-1,2,4-triazole-3-carboxylic acid methyl ester). Reaction SMILES: Cl.[Cl:2][C:3]1[CH:27]=[CH:26][CH:25]=[CH:24][C:4]=1[C:5]([C:7]1[CH:12]=[C:11]([Cl:13])[CH:10]=[CH:9][C:8]=1[N:14]1[C:18]([CH2:19][Cl:20])=[N:17][C:16]([C:21]([OH:23])=[O:22])=[N:15]1)=[O:6].[CH3:28]O>>[CH3:28][O:22][C:21]([C:16]1[N:17]=[C:18]([CH2:19][Cl:20])[N:14]([C:8]2[CH:9]=[CH:10][C:11]([Cl:13])=[CH:12][C:7]=2[C:5](=[O:6])[C:4]2[CH:24]=[CH:25][CH:26]=[CH:27][C:3]=2[Cl:2])[N:15]=1)=[O:23]. Procedure: 270 ml of a 6 N solution of hydrogen chloride in methanol is added to a solution of 133.0 g (0.30 mole) of 1-[2-(o-chlorobenzoyl)-4-chlorophenyl]-5-(chloromethyl)-1H-1,2,4-triazole-3-carboxylic acid (crystals containing an equimolar amount of methanol; see German `Offenlegungschrift` No. 2,159,527, page 32) in 1400 ml of methanol, and the whole is refluxed for 18 hours. The reaction mixture is then concentrated in vacuo; water is added to the residue and extraction is performed twice with methyl... The reactants are N(=[N+]=[N-])C=1C=C(C(=O)NC2=C(C(=CC(=C2)C(C)(C)C)NS(=O)(=O)C)OC)C=CC1C (3-azido-N-(5-tert-butyl-3-methanesulfonylamino-2-methoxy-phenyl)-4-methyl-benzamide), C(#C)C=1C=NC=CC1C (3-ethynyl-4-methyl-pyridine). The product is C(C)(C)(C)C=1C=C(C(=C(C1)NC(C1=CC(=C(C=C1)C)N1N=NC(=C1)C=1C=NC=CC1C)=O)OC)NS(=O)(=O)C (N-(5-tert-Butyl-3-methanesulfonylamino-2-methoxy-phenyl)-4-methyl-3-[4-(4-methyl-pyridin-3-yl)-[1,2,3]triazol-1-yl]-benzamide). As a reaction SMILES: [N:1]([C:4]1[CH:5]=[C:6]([CH:27]=[CH:28][C:29]=1[CH3:30])[C:7]([NH:9][C:10]1[CH:15]=[C:14]([C:16]([CH3:19])([CH3:18])[CH3:17])[CH:13]=[C:12]([NH:20][S:21]([CH3:24])(=[O:23])=[O:22])[C:11]=1[O:25][CH3:26])=[O:8])=[N+:2]=[N-:3].[C:31]([C:33]1[CH:34]=[N:35][CH:36]=[CH:37][C:38]=1[CH3:39])#[CH:32]>>[C:16]([C:14]1[CH:13]=[C:12]([NH:20][S:21]([CH3:24])(=[O:22])=[O:23])[C:11]([O:25][CH3:26])=[C:10]([NH:9][C:7](=[O:8])[C:6]2[CH:27]=[CH:28][C:29]([CH3:30])=[C:4]([N:1]3[CH:32]=[C:31]([C:33]4[CH:34]=[N:35][CH:36]=[CH:37][C:38]=4[CH3:39])[N:3]=[N:2]3)[CH:5]=2)[CH:15]=1)([CH3:18])([CH3:19])[CH3:17]. Procedure: Example 20 was prepared from 3-azido-N-(5-tert-butyl-3-methanesulfonylamino-2-methoxy-phenyl)-4-methyl-benzamide and 3-ethynyl-4-methyl-pyridine in the same manner as Example 15. ESI MS m/z 549 [C28H32N6O4S+H]+.